From a dataset of the Open Reaction Database (ORD), a public repository of structured organic reaction records. describe an organic reaction: reactants, conditions, products, and yield Starting materials: C(CCC)[Li] (n-butyllithium), BrC=1C=NC=C(C1C)Br (3,5-dibromo-4-methylpyridine), BrC=1C=NC=C(C1C)Br (3,5-dibromo-4-methylpyridine), C(C)(C)(C)N=C=O (tert-butyl isocyanate), [NH4+].[Cl-] (NH4Cl), AcOEt petroleum ether. The solvent is CCCCCC (hexane). Conditions: temperature -100 celsius, time 10 minute. The product is BrC=1C=NC=C(C(=O)NC(C)(C)C)C1C (5-Bromo-N-tert-butyl-4-methylnicotinamide). Reaction SMILES: C([Li])CCC.Br[C:7]1[CH:8]=[N:9][CH:10]=[C:11]([Br:14])[C:12]=1[CH3:13].[C:15]([N:19]=[C:20]=[O:21])([CH3:18])([CH3:17])[CH3:16].[NH4+].[Cl-]>CCCCCC>[Br:14][C:11]1[CH:10]=[N:9][CH:8]=[C:7]([C:12]=1[CH3:13])[C:20]([NH:19][C:15]([CH3:18])([CH3:17])[CH3:16])=[O:21] |f:3.4|. Procedure: Under argon, an n-butyllithium solution in hexane (1.55N, 6.6 ml) is added dropwise to a solution of 3,5-dibromo-4-methylpyridine (intermediate 10.1, 2.51 g, 10 mmol) kept at −100° C. After stirring for 10 min, tert-butyl isocyanate (2.28 ml, 20 mmol) is added. The stirring is maintained for 20 min at −100° C. and then for 1 h at −78° C. and at room temperature overnight. An aqueous NH4Cl solution is added to the reaction mixture. Extraction with AcOEt/H2O gives a brown solid which is taken up i... Starting materials: ice water, ClC=1SC(=C(N1)CO)C(=O)OC(C)C (isopropyl 2-chloro-4-(hydroxymethyl)-1,3-thiazole-5-carboxylate), ClC=1SC(=C(N1)CO)C(=O)OC(C)C (isopropyl 2-chloro-4-(hydroxymethyl)-1,3-thiazole-5-carboxylate), OS(=O)(=O)O (H2SO4), CrO3, C(C)(C)O (Isopropanol). Solvent: O (water), [Na+].[Cl-] (NaCl), CC(=O)C (acetone), O (water). Reaction conditions: time 4 hour. Yields the product ClC=1SC(=C(N1)C(=O)O)C(=O)OC(C)C (2-Chloro-5-(isopropoxycarbonyl)-1,3-thiazole-4-carboxylic acid). As a reaction SMILES: OS(O)(=O)=O.[Cl:6][C:7]1[S:8][C:9]([C:14]([O:16][CH:17]([CH3:19])[CH3:18])=[O:15])=[C:10]([CH2:12][OH:13])[N:11]=1.C([OH:23])(C)C>CC(C)=O.O.[Na+].[Cl-]>[Cl:6][C:7]1[S:8][C:9]([C:14]([O:16][CH:17]([CH3:19])[CH3:18])=[O:15])=[C:10]([C:12]([OH:23])=[O:13])[N:11]=1 |f:5.6|. Procedure details: A solution of 3 mL H2SO4 and 12 mL water were cooled in an ice water bath, and 2.3 g (23 mmol) CrO3 was added portionwise. The solution was added dropwise to a cooled (ice water bath) solution of 2.74 g (11.6 mmol) of isopropyl 2-chloro-4-(hydroxymethyl)-1,3-thiazole-5-carboxylate (Intermediate 13) in acetone (50 mL) The resulting mixture was stirred 4 hours with warming to room temperature. Isopropanol (2 mL) was added and stirring was continued for 15 min. The solution was diluted with water, ... Starting materials: ClC1=CC(=C(C=C1)N)C1OC(C(O1)(C)C)(C)C (4-chloro-2-(4,4,5,5-tetramethyl-1,3-dioxolan-2-yl)benzenamine), FC(C=1C=C(CNC(C2=CC(=NC=C2)Br)=O)C=CC1)(F)F (N-(3-(trifluoromethyl)benzyl)-2-bromoisonicotinamide), C([O-])([O-])=O.[Na+].[Na+] (sodium carbonate). Reagents/catalysts: C=1C=CC(=CC1)[P](C=2C=CC=CC2)(C=3C=CC=CC3)[Pd]([P](C=4C=CC=CC4)(C=5C=CC=CC5)C=6C=CC=CC6)([P](C=7C=CC=CC7)(C=8C=CC=CC8)C=9C=CC=CC9)[P](C=1C=CC=CC1)(C=1C=CC=CC1)C=1C=CC=CC1 (Pd(PPh3)4). Run in COCCOC (ethylene glycol dimethyl ether), O (water). Reaction conditions: temperature 85 celsius, time 2 hour. Yields the product FC(C=1C=C(CNC(C2=CC(=NC=C2)C2=C(C=CC(=C2)Cl)N)=O)C=CC1)(F)F (N-(3-(trifluoromethyl)benzyl)-2-(2-amino-5-chlorophenyl)-isonicotinamide). The yield is 54.8%. Reaction SMILES: [Cl:1][C:2]1[CH:7]=[CH:6][C:5]([NH2:8])=[C:4]([CH:9]2OC(C)(C)C(C)(C)O2)[CH:3]=1.[F:18][C:19]([F:38])([F:37])[C:20]1[CH:21]=[C:22]([CH:34]=[CH:35][CH:36]=1)[CH2:23][NH:24][C:25](=[O:33])[C:26]1[CH:31]=C[N:29]=[C:28](Br)[CH:27]=1.C(=O)([O-])[O-].[Na+].[Na+]>COCCOC.O.C1C=CC([P]([Pd]([P](C2C=CC=CC=2)(C2C=CC=CC=2)C2C=CC=CC=2)([P](C2C=CC=CC=2)(C2C=CC=CC=2)C2C=CC=CC=2)[P](C2C=CC=CC=2)(C2C=CC=CC=2)C2C=CC=CC=2)(C2C=CC=CC=2)C2C=CC=CC=2)=CC=1>[F:18][C:19]([F:37])([F:38])[C:20]1[CH:21]=[C:22]([CH:34]=[CH:35][CH:36]=1)[CH2:23][NH:24][C:25](=[O:33])[C:26]1[CH:27]=[CH:28][N:29]=[C:9]([C:4]2[CH:3]=[C:2]([Cl:1])[CH:7]=[CH:6][C:5]=2[NH2:8])[CH:31]=1 |f:2.3.4,^1:55,57,76,95|. Procedure: Into a 50-mL round bottom flask purged and maintained with an inert atmosphere of nitrogen, was placed a solution of 4-chloro-2-(4,4,5,5-tetramethyl-1,3-dioxolan-2-yl)benzenamine (300 mg, 1.17 mmol, 1.00 equiv) in ethylene glycol dimethyl ether (15 mL), N-(3-(trifluoromethyl)benzyl)-2-bromoisonicotinamide (432 mg, 1.20 mmol, 1.00 equiv), a solution of sodium carbonate (636 mg, 6.00 mmol, 5.00 equiv) in water (3.0 mL), and Pd(PPh3)4 (138 mg, 0.12 mmol, 0.10 equiv). The resulting solution was stir... As a reaction SMILES: CN(C=[CH:5][C:6]1[CH:11]=[CH:10][C:9]([F:12])=[CH:8][C:7]=1[N+:13]([O-:15])=[O:14])C.C1C[O:19]CC1>>[F:12][C:9]1[CH:10]=[CH:11][C:6]([CH:5]=[O:19])=[C:7]([N+:13]([O-:15])=[O:14])[CH:8]=1. The product is FC1=CC(=C(C=O)C=C1)[N+](=O)[O-] (4-fluoro-2-nitro benzaldehyde). Reactants: CN(C)C=CC1=C(C=C(C=C1)F)[N+](=O)[O-] (N,N-Dimethyl-2-(4-fluoro-2-nitrophenyl)ethenylamine), NaIO4, C1CCOC1 (THF). Procedure: N,N-Dimethyl-2-(4-fluoro-2-nitrophenyl)ethenylamine (6.72 g, 32 mmol) and NaIO4 (20.53 g, 96 mmol) were stirred in 50% aqueous THF (160 ml) at room temperature for 1.5 hours. The mixture was filtered in a celite pad and eluted with EtOAc. The organic layer was washed with NaHCO3 (saturated solution, 3×100 ml), dried over Na2SO4 and concentrated in vacuo. The residue was purified by flash chromatography (50% CH2Cl2 /hexane) affording 4-fluoro-2-nitro benzaldehyde as an orange oil. The reactants are ClCCO (2-chloroethanol), ClC=1C=C(CN2N=C(C3=CC(=CC=C23)CO)S(=O)(=O)C2=CC=CC3=CC=CC=C23)C=CC1 ([1-(3-Chlorobenzyl)-3-(1-naphthylsulfonyl)-1H-indazol-5-yl]-methanol), C(C)(C)N(CC)C(C)C (diisopropyl ethyl amine), FC(S(=O)(=O)OS(=O)(=O)C(F)(F)F)(F)F (trifluoromethanesulfonic anhydride). The solvent is C(Cl)Cl (methylene chloride), O (water). Reaction conditions: temperature -20 celsius, time 12 hour. The product is ClC=1C=C(CN2N=C(C3=CC(=CC=C23)COCCCl)S(=O)(=O)C2=CC=CC3=CC=CC=C23)C=CC1 (1-(3-Chlorobenzyl)-5-(2-chloroethoxymethy)-3-(1-naphthylsulfony)-1H-indazole). Yield: 40.0%. Reaction SMILES: [Cl:1][C:2]1[CH:3]=[C:4]([CH:30]=[CH:31][CH:32]=1)[CH2:5][N:6]1[C:14]2[C:9](=[CH:10][C:11]([CH2:15][OH:16])=[CH:12][CH:13]=2)[C:8]([S:17]([C:20]2[C:29]3[C:24](=[CH:25][CH:26]=[CH:27][CH:28]=3)[CH:23]=[CH:22][CH:21]=2)(=[O:19])=[O:18])=[N:7]1.C(N(C(C)C)CC)(C)C.FC(F)(F)S(OS(C(F)(F)F)(=O)=O)(=O)=O.[Cl:57][CH2:58][CH2:59]O>C(Cl)Cl.O>[Cl:1][C:2]1[CH:3]=[C:4]([CH:30]=[CH:31][CH:32]=1)[CH2:5][N:6]1[C:14]2[C:9](=[CH:10][C:11]([CH2:15][O:16][CH2:59][CH2:58][Cl:57])=[CH:12][CH:13]=2)[C:8]([S:17]([C:20]2[C:29]3[C:24](=[CH:25][CH:26]=[CH:27][CH:28]=3)[CH:23]=[CH:22][CH:21]=2)(=[O:19])=[O:18])=[N:7]1. Reported procedure: [1-(3-Chlorobenzyl)-3-(1-naphthylsulfonyl)-1H-indazol-5-yl]-methanol (0.18 g, 0.4 mmol) and diisopropyl ethyl amine (1 mmol) in methylene chloride were treated at −20° C. with trifluoromethanesulfonic anhydride (0.14 g, 0.5 mmol). After stirring for 30 min an excess of 2-chloroethanol (2 mmol) was added and the mixture stirred for additional 2 hrs at −20° C. and at room temperature for 12 hrs. The reaction mixture was diluted with water, extracted with ethyl acetate and after evaporation of solv...